From a dataset of the Open Reaction Database (ORD), a public repository of structured organic reaction records. describe an organic reaction: reactants, conditions, products, and yield The reactants are OC1=C(C=CC(=C1CCC)O)C(C)=O (1-(2,4-dihydroxy-3-propyl-phenyl)-ethanone), [H-].[Na+] (sodium hydride), BrCC1=CC=C(C=C1)S(=O)(=O)NC1=CC(=CC=C1)C#N (4-bromomethyl-N-(3-cyano-phenyl)-benzenesulfonamide). Run in CN(C=O)C (dimethylformamide), CN(C=O)C (dimethylformamide), [Cl-].[Na+].O (brine). Reaction conditions: time 10 minute. The product is C(C)(=O)C1=C(C(=C(OCC2=CC=C(C=C2)S(=O)(=O)NC2=CC(=CC=C2)C#N)C=C1)CCC)O (4-(4-acetyl-3-hydroxy-2-propyl-phenoxymethyl)-N-(3-cyano-phenyl)-benzenesulfonamide). Isolated yield 35.4%. RXN SMILES: [OH:1][C:2]1[C:7]([CH2:8][CH2:9][CH3:10])=[C:6]([OH:11])[CH:5]=[CH:4][C:3]=1[C:12](=[O:14])[CH3:13].[H-].[Na+].Br[CH2:18][C:19]1[CH:24]=[CH:23][C:22]([S:25]([NH:28][C:29]2[CH:34]=[CH:33][CH:32]=[C:31]([C:35]#[N:36])[CH:30]=2)(=[O:27])=[O:26])=[CH:21][CH:20]=1>CN(C)C=O.[Cl-].[Na+].O>[C:12]([C:3]1[CH:4]=[CH:5][C:6]([O:11][CH2:18][C:19]2[CH:24]=[CH:23][C:22]([S:25]([NH:28][C:29]3[CH:34]=[CH:33][CH:32]=[C:31]([C:35]#[N:36])[CH:30]=3)(=[O:27])=[O:26])=[CH:21][CH:20]=2)=[C:7]([CH2:8][CH2:9][CH3:10])[C:2]=1[OH:1])(=[O:14])[CH3:13] |f:1.2,5.6.7|. Reported procedure: Add 1-(2,4-dihydroxy-3-propyl-phenyl)-ethanone (2.77 g, 14.2 mmol) to sodium hydride (396 mg, 15.7 mmol) in dimethylformamide (20 mL) at 0° C., stir 10 minutes, add 4-bromomethyl-N-(3-cyano-phenyl)-benzenesulfonamide (2.50 g, 7.12 mmol) in dimethylformamide (15 mL) drop wise via addition funnel. After 2 hours at ambient temperature, pour into brine (40 mL), extract with ethyl acetate (2×40 mL), dry organic phase over sodium sulfate, filter and concentrate under reduced pressure. Purify residue b...